This data is from the Open Reaction Database (ORD), a public repository of structured organic reaction records. The task is: describe an organic reaction: reactants, conditions, products, and yield Starting materials: CC(=O)[O-], CC(=O)[O-], CCc1ccc(B(O)O)cc1, CCOC(C)=O, CCCC(=O)Nc1nn(COCC[Si](C)(C)C)c2cc(Cl)ccc12, [Cs+], [F-], C1COCCO1, O, [Pd+2]. Product: CCCC(=O)Nc1nn(COCC[Si](C)(C)C)c2cc(-c3ccc(CC)cc3)ccc12. Reaction SMILES: [C:51]([O-:52])(=[O:53])[CH3:54].[C:56]([O-:57])(=[O:58])[CH3:59].[CH2:1]([CH3:2])[c:3]1[cH:4][cH:5][c:6]([B:9]([OH:10])[OH:11])[cH:7][cH:8]1.[CH3:44][CH2:45][O:46][C:47](=[O:48])[CH3:49].[Cl:14][c:15]1[cH:16][cH:17][c:18]2[c:19]([NH:32][C:33]([CH2:34][CH2:35][CH3:36])=[O:37])[n:20][n:21]([CH2:24][O:25][CH2:26][CH2:27][Si:28]([CH3:29])([CH3:30])[CH3:31])[c:22]2[cH:23]1.[Cs+:13].[F-:12].[O:38]1[CH2:39][CH2:40][O:41][CH2:42][CH2:43]1.[OH2:50].[Pd+2:55]>>[CH2:1]([CH3:2])[c:3]1[cH:4][cH:5][c:6](-[c:15]2[cH:16][cH:17][c:18]3[c:19]([NH:32][C:33]([CH2:34][CH2:35][CH3:36])=[O:37])[n:20][n:21]([CH2:24][O:25][CH2:26][CH2:27][Si:28]([CH3:29])([CH3:30])[CH3:31])[c:22]3[cH:23]2)[cH:7][cH:8]1.